Dataset: the Open Reaction Database (ORD), a public repository of structured organic reaction records. Task: describe an organic reaction: reactants, conditions, products, and yield Reactants: ClC1=CC=C2C=CC(=NC2=C1)COC=1C=C(C=CC1)C=CCC1=C(C=O)C=CC=C1 (2-(3-(3-((7-chloro-2-quinolinyl)methoxy)phenyl)-2-propenyl)benzaldehyde), [C-]#N.[Na+] (NaCN), CC(=O)O (AcOH). The reagents and catalysts are O=[Mn]=O (MnO2). Solvent: CO.C1CCOC1 (MeOH THF). Run at time 16 hour. The product is ClC1=CC=C2C=CC(=NC2=C1)COC=1C=C(C=CC1)C=CCC1=C(C(=O)OC)C=CC=C1 (Methyl 2-(3-(3-((7-chloro-2-quinolinyl)methoxy)phenyl)-2-propenyl)benzoate). Isolated yield 84.4%. RXN SMILES: [Cl:1][C:2]1[CH:11]=[C:10]2[C:5]([CH:6]=[CH:7][C:8]([CH2:12][O:13][C:14]3[CH:15]=[C:16]([CH:20]=[CH:21][CH2:22][C:23]4[CH:30]=[CH:29][CH:28]=[CH:27][C:24]=4[CH:25]=[O:26])[CH:17]=[CH:18][CH:19]=3)=[N:9]2)=[CH:4][CH:3]=1.[C-]#N.[Na+].C[C:35](O)=[O:36]>CO.C1COCC1.O=[Mn]=O>[Cl:1][C:2]1[CH:11]=[C:10]2[C:5]([CH:6]=[CH:7][C:8]([CH2:12][O:13][C:14]3[CH:15]=[C:16]([CH:20]=[CH:21][CH2:22][C:23]4[CH:30]=[CH:29][CH:28]=[CH:27][C:24]=4[C:25]([O:36][CH3:35])=[O:26])[CH:17]=[CH:18][CH:19]=3)=[N:9]2)=[CH:4][CH:3]=1 |f:1.2,4.5|. Procedure: To a solution of the aldehyde of Step 6 (17.26 g, 41.7 mmol) in 1.5 L of MeOH:THF 2:1, NaCN (20 g, 408 mmol), AcOH (5.7 mL, 98.9 mmol) and activated MnO2 (90 g, 1.01 mol) were added and the mixture was stirred for 16 h. The inorganic solid was then removed by filtration and washed with EtOAc. To the combined organic phases, 25% aq NH4OAc (1.7 L) was added. The two phases were separated and the aqueous layer was reextracted with EtOAc. The organic phases were washed with brine and dried over Na2S... Starting materials: COC(=O)CO, ClCCl, Oc1cccc(F)c1Nc1nc(Cl)ncc1Cl, CC(C)(C)OC(=O)N=NC(=O)OC(C)(C)C, c1ccc(P(c2ccccc2)c2ccccc2)cc1. The product is COC(=O)COc1cccc(F)c1Nc1nc(Cl)ncc1Cl. RXN SMILES: [C:18]([CH2:19][OH:20])(=[O:21])[O:22][CH3:23].[CH2:59]([Cl:60])[Cl:61].[Cl:1][c:2]1[n:3][cH:4][c:5]([Cl:17])[c:6]([NH:8][c:9]2[c:10]([OH:16])[cH:11][cH:12][cH:13][c:14]2[F:15])[n:7]1.[N:43]([C:44]([O:45][C:46]([CH3:47])([CH3:48])[CH3:49])=[O:50])=[N:51][C:52]([O:53][C:54]([CH3:55])([CH3:56])[CH3:57])=[O:58].[c:24]1([P:25]([c:26]2[cH:27][cH:28][cH:29][cH:30][cH:31]2)[c:32]2[cH:33][cH:34][cH:35][cH:36][cH:37]2)[cH:38][cH:39][cH:40][cH:41][cH:42]1>>[Cl:1][c:2]1[n:3][cH:4][c:5]([Cl:17])[c:6]([NH:8][c:9]2[c:10]([O:16][CH2:19][C:18](=[O:21])[O:22][CH3:23])[cH:11][cH:12][cH:13][c:14]2[F:15])[n:7]1. Starting materials: COC(CCC1=C(C=C(C(=C1)SC#N)C)O)=O (3-(2-Hydroxy-4-methyl-5-thiocyanato-phenyl)-propionic acid methyl ester), COC(CC1OC2=CC(=C(C=C2CC1)S)C)=O (6-Mercapto-7-methyl-chroman-2-yl-acetic acid methyl ester), COC(CC1OC2=CC(=C(C=C2CC1)S)C)=O (6-Mercapto-7-methyl-chroman-2-yl-acetic acid methyl ester). The product is SC=1C=C2CCC(OC2=CC1C)O (6-Mercapto-7-methyl-chroman-2-ol). Reaction SMILES: C[O:2][C:3](=[O:17])[CH2:4][CH2:5][C:6]1[CH:11]=[C:10]([S:12]C#N)[C:9]([CH3:15])=[CH:8][C:7]=1O.COC(=O)CC1CCC2C(=CC(C)=C(S)C=2)O1>>[SH:12][C:10]1[CH:11]=[C:6]2[C:7](=[CH:8][C:9]=1[CH3:15])[O:17][CH:3]([OH:2])[CH2:4][CH2:5]2. Procedure details: Compound 15C was prepared according to the method of example 1C utilizing compound 15B. MS: 195 (M−1)+. Preparation of 6-Mercapto-7-methyl-chroman-2-yl-acetic acid methyl ester (Compound 15D) Reactants: resultant mixture, C[Si](N[Si](C)(C)C)(C)C.[Na] (Sodium hexamethyldisilazane), COCC#CC1=CC=C(C2=C1C=CO2)N ([4-(3-methoxyprop-1-ynyl)benzofuran-7-yl]amine), ClC1=C(C=NC2=CC(=C(C=C12)OC)OCCCN1CCN(CC1)C)C#N (4-chloro-3-cyano-6-methoxy-7-[3-(4-methylpiperazin-1-yl)propoxy]quinoline). Run in CN(C)C=O (DMF). Conditions: temperature 0 celsius. Yields the product C(#N)C=1C=NC2=CC(=C(C=C2C1NC1=CC=C(C=2C=COC21)C#CCOC)OC)OCCCN2CCN(CC2)C (3-cyano-6-methoxy-7-[3-(4-methylpiperazin-1-yl)propoxy]-4-[4-(3-methoxyprop-1-ynyl)benzofuran-7-ylamino]quinoline). RXN SMILES: C[Si](C)(C)N[Si](C)(C)C.[Na].[CH3:11][O:12][CH2:13][C:14]#[C:15][C:16]1[C:21]2[CH:22]=[CH:23][O:24][C:20]=2[C:19]([NH2:25])=[CH:18][CH:17]=1.Cl[C:27]1[C:36]2[C:31](=[CH:32][C:33]([O:39][CH2:40][CH2:41][CH2:42][N:43]3[CH2:48][CH2:47][N:46]([CH3:49])[CH2:45][CH2:44]3)=[C:34]([O:37][CH3:38])[CH:35]=2)[N:30]=[CH:29][C:28]=1[C:50]#[N:51]>CN(C=O)C>[C:50]([C:28]1[CH:29]=[N:30][C:31]2[C:36]([C:27]=1[NH:25][C:19]1[C:20]3[O:24][CH:23]=[CH:22][C:21]=3[C:16]([C:15]#[C:14][CH2:13][O:12][CH3:11])=[CH:17][CH:18]=1)=[CH:35][C:34]([O:37][CH3:38])=[C:33]([O:39][CH2:40][CH2:41][CH2:42][N:43]1[CH2:44][CH2:45][N:46]([CH3:49])[CH2:47][CH2:48]1)[CH:32]=2)#[N:51] |f:0.1,^1:9|. Procedure: Sodium hexamethyldisilazane (1M solution in THF; 0.63 ml) was added to a mixture of [4-(3-methoxyprop-1-ynyl)benzofuran-7-yl]amine (0.06 g) and 4-chloro-3-cyano-6-methoxy-7-[3-(4-methylpiperazin-1-yl)propoxy]quinoline (0.106 g) in DMF (5 ml) that was cooled to 0° C. The resultant mixture was stirred and allowed to warm to ambient temperature for 16 hours. The reaction mixture was reduced in vacuo and partitioned between ethylacetate and water. The organics were washed with water, saturated brine... Starting materials: C(#N)N=C(N)NC=1C=C(C=CC1)C(=O)NCC(=O)NC(CC(=O)OCC1=CC=CC=C1)C1=CC=CC=C1 (phenylmethyl β-[[2-[[[3-[[(cyanoimino)(amino)methyl]amino]phenyl]carbonyl]amino]acetyl]amino]benzenepropanoate). Run in CO (methanol), C1CCOC1 (THF), [OH-].[Na+] (sodium hydroxide). Reaction conditions: time 2 hour. Yields the product NC(=NC#N)NC=1C=C(C=CC1)C(=O)NCC(=O)NC(CC(=O)O)C1=CC=CC=C1 (β-[[2-[[[3-[[amino(cyanoimino)methyl]amino]phenyl]carbonyl]amino]acetyl]amino]benzenepropanoic acid). Yield: 27.8%. RXN SMILES: [C:1]([N:3]=[C:4]([NH:6][C:7]1[CH:8]=[C:9]([C:13]([NH:15][CH2:16][C:17]([NH:19][CH:20]([C:32]2[CH:37]=[CH:36][CH:35]=[CH:34][CH:33]=2)[CH2:21][C:22]([O:24]CC2C=CC=CC=2)=[O:23])=[O:18])=[O:14])[CH:10]=[CH:11][CH:12]=1)[NH2:5])#[N:2]>CO.C1COCC1.[OH-].[Na+]>[NH2:5][C:4]([NH:6][C:7]1[CH:8]=[C:9]([C:13]([NH:15][CH2:16][C:17]([NH:19][CH:20]([C:32]2[CH:33]=[CH:34][CH:35]=[CH:36][CH:37]=2)[CH2:21][C:22]([OH:24])=[O:23])=[O:18])=[O:14])[CH:10]=[CH:11][CH:12]=1)=[N:3][C:1]#[N:2] |f:3.4|. Procedure: To a stirred solution of the compound from Example 134 (285 mg) in methanol (3 ml) and THF (3 ml), 1N sodium hydroxide (3 ml) was added. The reaction mixture was stirred at room temperature for 2 hours, evaporated and the residue dissolved in water. The resulting solution was adjusted to pH 4 with 1N hydrochloric acid and extracted with ethyl acetate/MeOH. The organic extracts were washed with water, dried (Na2SO4) and evaporated to afford an off white solid. The crude product was further purifi... Starting materials: BrC=1C(=CC(=C2CCCC12)C1(O[C@@H]([C@H]([C@@H]([C@H]1O)O)O)CO)OC)CC1=CC=C(C=C1)OC ((3R,4S,5S,6R)-2-(7-Bromo-6-(4-methoxybenzyl)-2,3-dihydro-1H-inden-4-yl)-6-(hydroxymethyl)-2-methoxytetrahydro-2H-pyran-3,4,5-triol), C(C)[SiH](CC)CC (triethylsilane), B(F)(F)F.CCOCC (boron trifluoride diethyl etherate). The solvent is C(Cl)Cl.CC#N (CH2Cl2 CH3CN). Reaction conditions: temperature -30 celsius. Yields the product BrC=1C(=CC(=C2CCCC12)[C@@H]1O[C@@H]([C@H]([C@@H]([C@H]1O)O)O)CO)CC1=CC=C(C=C1)OC ((2S,3R,4R,5S,6R)-2-(7-Bromo-6-(4-methoxybenzyl)-2,3-dihydro-1H-inden-4-yl)-6-(hydroxymethyl)tetrahydro-2H-pyran-3,4,5-triol). As a reaction SMILES: [Br:1][C:2]1[C:3]([CH2:24][C:25]2[CH:30]=[CH:29][C:28]([O:31][CH3:32])=[CH:27][CH:26]=2)=[CH:4][C:5]([C:11]2(OC)[C@H:16]([OH:17])[C@@H:15]([OH:18])[C@H:14]([OH:19])[C@@H:13]([CH2:20][OH:21])[O:12]2)=[C:6]2[C:10]=1[CH2:9][CH2:8][CH2:7]2.C([SiH](CC)CC)C.B(F)(F)F.CCOCC>C(Cl)Cl.CC#N>[Br:1][C:2]1[C:3]([CH2:24][C:25]2[CH:26]=[CH:27][C:28]([O:31][CH3:32])=[CH:29][CH:30]=2)=[CH:4][C:5]([C@H:11]2[C@H:16]([OH:17])[C@@H:15]([OH:18])[C@H:14]([OH:19])[C@@H:13]([CH2:20][OH:21])[O:12]2)=[C:6]2[C:10]=1[CH2:9][CH2:8][CH2:7]2 |f:2.3,4.5|. Procedure: To a solution of compound 15 (0.94 g, 1.85 mmol) in CH2Cl2/CH3CN (8.9 mL/8.9 mL) were added triethylsilane (0.59 mL, 3.7 mmol) and boron trifluoride diethyl etherate (0.46 mL, 3.7 mmol) at −60° C. under nitrogen atmosphere. The mixture was warmed up to −30° C. for 2 h. The reaction mixture was quenched with saturated NaHCO3 solution (15 mL) and extracted with EtOAc (50 mL). The organic layer was washed with brine, dried over anhydrous MgSO4, filtered and concentrated in vacuo. The residue was pu...